This data is from the Open Reaction Database (ORD), a public repository of structured organic reaction records. The task is: describe an organic reaction: reactants, conditions, products, and yield The reactants are O1C(NC2=C1C=CC=C2)=O (2-benzoxazolinone), ClCCCBr (3-chloro-1-bromopropane), O (water), [H-].[Na+] (sodium hydride). Run in CN(C=O)C (dimethylformamide), CN(C=O)C (dimethylformamide), CN(C=O)C (dimethylformamide). Reaction conditions: time 30 minute. The product is ClCCCN1C(OC2=C1C=CC=C2)=O (N-(3-chloropropyl)-2-benzoxazolinone). RXN SMILES: [H-].[Na+].[O:3]1[C:7]2[CH:8]=[CH:9][CH:10]=[CH:11][C:6]=2[NH:5][C:4]1=[O:12].[Cl:13][CH2:14][CH2:15][CH2:16]Br.O>CN(C)C=O>[Cl:13][CH2:14][CH2:15][CH2:16][N:5]1[C:6]2[CH:11]=[CH:10][CH:9]=[CH:8][C:7]=2[O:3][C:4]1=[O:12] |f:0.1|. Procedure details: To a stirred suspension of sodium hydride (7.8 g, 0.16 mol, ether-washed) in dimethylformamide (75 ml) was added dropwise under nitrogen, 2-benzoxazolinone (20.0 g, 0.15 mol) dissolved in dimethylformamide (150 ml). After complete addition the reaction was stirred at ambient temperature for 30 min. and then it was cooled to −5° C. with an ice-acetone bath. A solution of 3-chloro-1-bromopropane (46.6 g, 0.30 mol) in dimethylformamide (50 ml) was added dropwise (temperature never exceeded 0° C.). ... Reactants: NC1CCC=2C=CC(=CC2C1)OC1=CC(=NC=C1)C(=O)NC (4-[(7-amino-5,6,7,8-tetrahydronaphthalen-2-yl)oxy]-N-methylpyridine-2-carboxamide), FC=1C=C(C(=O)O)C=CC1OC (3-fluoro-4-methoxybenzoic acid), CCN(C(C)C)C(C)C (DIPEA), CN(C)C(=[N+](C)C)ON1C2=C(C=CC=C2)N=N1.[B-](F)(F)(F)F (TBTU). Solvent: CC(=O)N(C)C (DMA), O (Water), CC(=O)N(C)C.CN1CCCC1=O (DMA NMP). Conditions: time 24 hour. The product is FC=1C=C(C(=O)NC2CCC=3C=CC(=CC3C2)OC2=CC(=NC=C2)C(=O)NC)C=CC1OC (4-({7-[(3-fluoro-4-methoxybenzoyl)amino]-5,6,7,8-tetrahydronaphthalen-2-yl}oxy)-N-methylpyridine-2-carboxamide). The yield is 70.1%. As a reaction SMILES: [NH2:1][CH:2]1[CH2:11][C:10]2[CH:9]=[C:8]([O:12][C:13]3[CH:18]=[CH:17][N:16]=[C:15]([C:19]([NH:21][CH3:22])=[O:20])[CH:14]=3)[CH:7]=[CH:6][C:5]=2[CH2:4][CH2:3]1.[F:23][C:24]1[CH:25]=[C:26]([CH:30]=[CH:31][C:32]=1[O:33][CH3:34])[C:27](O)=[O:28].CCN(C(C)C)C(C)C.CN(C(ON1N=NC2C=CC=CC1=2)=[N+](C)C)C.[B-](F)(F)(F)F>CC(N(C)C)=O.CC(N(C)C)=O.CN1C(=O)CCC1.O>[F:23][C:24]1[CH:25]=[C:26]([CH:30]=[CH:31][C:32]=1[O:33][CH3:34])[C:27]([NH:1][CH:2]1[CH2:11][C:10]2[CH:9]=[C:8]([O:12][C:13]3[CH:18]=[CH:17][N:16]=[C:15]([C:19]([NH:21][CH3:22])=[O:20])[CH:14]=3)[CH:7]=[CH:6][C:5]=2[CH2:4][CH2:3]1)=[O:28] |f:3.4,6.7|. Procedure: To a stirred solution of 4-[(7-amino-5,6,7,8-tetrahydronaphthalen-2-yl)oxy]-N-methylpyridine-2-carboxamide (25 mg) in DMA (1 mL) were added 3-fluoro-4-methoxybenzoic acid (16 mg, 0.094 mmol), DIPEA (26 μL), and a solution of TBTU (41 mg, 0.128 mmol) in DMA:NMP (1:1 v/v, 1 mL). The reaction mixture was allowed to stir at rt for 24 h. Water was added and the mixture was extracted with DCM. The organic solution was concentrated and purified by reverse phase HPLC to give 4-({7-[(3-fluoro-4-methoxybe... Reactants: [Al] (aluminum), P(=O)([O-])([O-])[O-].[K+].[K+].[K+] (potassium phosphate), [OH-].[Na+] (sodium hydroxide), Cl (hydrochloric acid), [Cl-].C[Al+]C (Dimethylaluminum chloride), CCCCCC (hexane), CC1=CC(C(C(C1)(C)C)C(=C)C)(C)C (1,3,3,5,5-pentamethyl-4-(1-methylethenyl)-1-cyclohexene). Run in O (water), ClCCl (dichloromethane). Conditions: temperature 25 celsius, time 2 hour. Product: CC(CC(C1C(C=C(CC1(C)C)C)(C)C)=C)O (α,2,2,4,6,6,-hexamethyl-γ-methylene-3-cyclohexene-1-propanol). Reaction SMILES: [Cl-].C[Al+]C.[CH3:5][C:6]1[CH2:11][C:10]([CH3:13])([CH3:12])[CH:9]([C:14]([CH3:16])=[CH2:15])[C:8]([CH3:18])([CH3:17])[CH:7]=1.P([O-])([O-])([O-])=O.[K+].[K+].[K+].[OH-:27].[Na+].Cl.[Al].CCCC[CH2:35][CH3:36]>ClCCl.O>[CH3:36][CH:35]([OH:27])[CH2:15][C:14](=[CH2:16])[CH:9]1[C:10]([CH3:12])([CH3:13])[CH2:11][C:6]([CH3:5])=[CH:7][C:8]1([CH3:18])[CH3:17] |f:0.1,3.4.5.6,7.8|. Reported procedure: Dimethylaluminum chloride (300 mL of a 1M hexane solution) was added to a cooled (10° C.) solution of 1,3,3,5,5-pentamethyl-4-(1-methylethenyl)-1-cyclohexene (46.18 g, 0.24 mol) in dichloromethane (500 mL). The mixture was stirred at 25° C. for 2 hr. Afterwhich the mixture was hydrolyzed by the addition of phosphte buffer solution (200 mL, prepared from 100 mL of 0.1M potassium phosphate, monobasic and 44.8 mL of 0.1M sodium hydroxide diluted to 200 mL with water) followed by the addition of suf... Starting materials: OCCN(C(C1=CC=C(C=C1)C(CC(=O)C1=CN(C(C=C1)=O)C)C1=C(C=CC=C1)C)=O)C (N-(2-hydroxy-ethyl)-N-methyl-4-[3-(1-methyl-6-oxo-1,6-dihydro-pyridin-3-yl)-3-oxo-1-o-tolyl-propyl]-benzamide), Cl.NO (hydroxylamine hydrochloride), C(=O)(O)[O-].[Na+] (NaHCO3). Yields the product OCCN(C(C1=CC=C(C=C1)C(C\C(\C1=CN(C(C=C1)=O)C)=N/O)C1=C(C=CC=C1)C)=O)C (N-(2-Hydroxy-ethyl)-4-[3-[(E)-hydroxyimino]-3-(1-methyl-6-oxo-1,6-dihydro-pyridin-3-yl)-1-o-tolyl-propyl]-N-methyl-benzamide). As a reaction SMILES: [OH:1][CH2:2][CH2:3][N:4]([CH3:32])[C:5](=[O:31])[C:6]1[CH:11]=[CH:10][C:9]([CH:12]([C:24]2[CH:29]=[CH:28][CH:27]=[CH:26][C:25]=2[CH3:30])[CH2:13][C:14]([C:16]2[CH:21]=[CH:20][C:19](=[O:22])[N:18]([CH3:23])[CH:17]=2)=O)=[CH:8][CH:7]=1.Cl.[NH2:34][OH:35].C([O-])(O)=O.[Na+]>>[OH:1][CH2:2][CH2:3][N:4]([CH3:32])[C:5](=[O:31])[C:6]1[CH:11]=[CH:10][C:9]([CH:12]([C:24]2[CH:29]=[CH:28][CH:27]=[CH:26][C:25]=2[CH3:30])[CH2:13]/[C:14](=[N:34]\[OH:35])/[C:16]2[CH:21]=[CH:20][C:19](=[O:22])[N:18]([CH3:23])[CH:17]=2)=[CH:8][CH:7]=1 |f:1.2,3.4|. Reported procedure: In analogy to example 151, step 3, N-(2-hydroxy-ethyl)-N-methyl-4-[3-(1-methyl-6-oxo-1,6-dihydro-pyridin-3-yl)-3-oxo-1-o-tolyl-propyl]-benzamide was reacted with hydroxylamine hydrochloride in the presence of NaHCO3 to give the title compound as a colorless solid, MS (ESI+): m/z=448.2 [M+H]+. Reactants: CCOC(=O)c1nnc(Nc2cccc(-c3cnc4cc(-c5ccc(F)cc5)ccn34)c2)o1, CCOCC, Cl, [Na+], C1COCCO1, [OH-]. As a reaction SMILES: [CH2:1]([O:2][C:3](=[O:4])[c:6]1[o:7][c:8]([NH:11][c:12]2[cH:13][c:14](-[c:18]3[cH:19][n:20][c:21]4[n:22]3[cH:23][cH:24][c:25](-[c:27]3[cH:28][cH:29][c:30]([F:33])[cH:31][cH:32]3)[cH:26]4)[cH:15][cH:16][cH:17]2)[n:9][n:10]1)[CH3:5].[CH3:43][CH2:44][O:45][CH2:46][CH3:47].[ClH:36].[Na+:35].[O:37]1[CH2:38][CH2:39][O:40][CH2:41][CH2:42]1.[OH-:34]>>[cH:6]1[o:7][c:8]([NH:11][c:12]2[cH:13][c:14](-[c:18]3[cH:19][n:20][c:21]4[n:22]3[cH:23][cH:24][c:25](-[c:27]3[cH:28][cH:29][c:30]([F:33])[cH:31][cH:32]3)[cH:26]4)[cH:15][cH:16][cH:17]2)[n:9][n:10]1. Product: Fc1ccc(-c2ccn3c(-c4cccc(Nc5nnco5)c4)cnc3c2)cc1.